This data is from the Open Reaction Database (ORD), a public repository of structured organic reaction records. The task is: describe an organic reaction: reactants, conditions, products, and yield Reactants: ClCCl, Clc1ccc(CCN2CCNCC2)cc1, O=C(Cl)c1ccc(Cl)cc1. Yields the product O=C(c1ccc(Cl)cc1)N1CCN(CCc2ccc(Cl)cc2)CC1. RXN SMILES: [CH2:26]([Cl:27])[Cl:28].[Cl:11][c:12]1[cH:13][cH:14][c:15]([CH2:18][CH2:19][N:20]2[CH2:21][CH2:22][NH:23][CH2:24][CH2:25]2)[cH:16][cH:17]1.[Cl:1][C:2](=[O:3])[c:4]1[cH:5][cH:6][c:7]([Cl:8])[cH:9][cH:10]1>>[C:2](=[O:3])([c:4]1[cH:5][cH:6][c:7]([Cl:8])[cH:9][cH:10]1)[N:23]1[CH2:22][CH2:21][N:20]([CH2:19][CH2:18][c:15]2[cH:14][cH:13][c:12]([Cl:11])[cH:17][cH:16]2)[CH2:25][CH2:24]1. Starting materials: BrCCCCCCCn1c(-c2ccccc2)nc(-c2ccccc2)c1-c1ccccc1, CS(C)=O, N#C[Na], O. Yields the product N#CCCCCCCCn1c(-c2ccccc2)nc(-c2ccccc2)c1-c1ccccc1. Reaction SMILES: [Br:1][CH2:2][CH2:3][CH2:4][CH2:5][CH2:6][CH2:7][CH2:8][n:9]1[c:10](-[c:26]2[cH:27][cH:28][cH:29][cH:30][cH:31]2)[n:11][c:12](-[c:20]2[cH:21][cH:22][cH:23][cH:24][cH:25]2)[c:13]1-[c:14]1[cH:15][cH:16][cH:17][cH:18][cH:19]1.[CH3:36][S:37]([CH3:38])=[O:39].[Na:32][C:33]#[N:34].[OH2:35]>>[CH2:2]([CH2:3][CH2:4][CH2:5][CH2:6][CH2:7][CH2:8][n:9]1[c:10](-[c:26]2[cH:27][cH:28][cH:29][cH:30][cH:31]2)[n:11][c:12](-[c:20]2[cH:21][cH:22][cH:23][cH:24][cH:25]2)[c:13]1-[c:14]1[cH:15][cH:16][cH:17][cH:18][cH:19]1)[C:33]#[N:34]. Reactants: O=C([O-])[O-], CCOC(=O)CBr, CC(C)=O, CCC(O)(c1cccc(Cl)c1)c1ccccc1O, [I-], [K+], [K+], [K+]. Yields the product CCOC(=O)COc1ccccc1C(O)(CC)c1cccc(Cl)c1. As a reaction SMILES: [C:28](=[O:29])([O-:30])[O-:31].[CH2:19]([CH3:20])[O:21][C:22]([CH2:23][Br:24])=[O:25].[CH3:34][C:35](=[O:36])[CH3:37].[Cl:1][c:2]1[cH:3][c:4]([C:8]([CH2:9][CH3:10])([OH:11])[c:12]2[c:13]([OH:18])[cH:14][cH:15][cH:16][cH:17]2)[cH:5][cH:6][cH:7]1.[I-:27].[K+:26].[K+:32].[K+:33]>>[Cl:1][c:2]1[cH:3][c:4]([C:8]([CH2:9][CH3:10])([OH:11])[c:12]2[c:13]([O:18][CH2:23][C:22]([O:21][CH2:19][CH3:20])=[O:25])[cH:14][cH:15][cH:16][cH:17]2)[cH:5][cH:6][cH:7]1. Starting materials: [N+](=O)([O-])C=1C=C(C(=CC1)OC)C=1OC2=C(N1)C=C(C=C2)C2=CC=CC=C2 (2-(3-nitro-6-methoxyphenyl)-5-phenylbenzoxazole). The reagents and catalysts are [Pd] (palladium). Product: NC=1C=C(C(=CC1)OC)C=1OC2=C(N1)C=C(C=C2)C2=CC=CC=C2 (2-(3-Amino-6-methoxyphenyl)-5-phenylbenzoxazole). Reaction SMILES: [N+:1]([C:4]1[CH:5]=[C:6]([C:12]2[O:13][C:14]3[CH:20]=[CH:19][C:18]([C:21]4[CH:26]=[CH:25][CH:24]=[CH:23][CH:22]=4)=[CH:17][C:15]=3[N:16]=2)[C:7]([O:10][CH3:11])=[CH:8][CH:9]=1)([O-])=O>[Pd]>[NH2:1][C:4]1[CH:5]=[C:6]([C:12]2[O:13][C:14]3[CH:20]=[CH:19][C:18]([C:21]4[CH:22]=[CH:23][CH:24]=[CH:25][CH:26]=4)=[CH:17][C:15]=3[N:16]=2)[C:7]([O:10][CH3:11])=[CH:8][CH:9]=1. Procedure: Prepared by the method of Example 15e), from palladium (10 mol %) on carbon and 2-(3-nitro-6-methoxyphenyl)-5-phenylbenzoxazole (450 mg, 1.3 mmol) the subtitle compound was obtained (420 mg, 99%). The product was used directly in the next step without purification. Starting materials: O=C([O-])[O-], O=C(NC1(c2ccc(O)cc2)CC1)OCc1ccccc1, ClCCCN1CCCCC1, [Cs+], [Cs+], C1COCCO1. The product is O=C(NC1(c2ccc(OCCCN3CCCCC3)cc2)CC1)OCc1ccccc1. As a reaction SMILES: [C:22](=[O:23])([O-:24])[O-:25].[CH2:1]([c:2]1[cH:3][cH:4][cH:5][cH:6][cH:7]1)[O:8][C:9]([NH:10][C:11]1([c:14]2[cH:15][cH:16][c:17]([OH:20])[cH:18][cH:19]2)[CH2:12][CH2:13]1)=[O:21].[Cl:28][CH2:29][CH2:30][CH2:31][N:32]1[CH2:33][CH2:34][CH2:35][CH2:36][CH2:37]1.[Cs+:26].[Cs+:27].[O:38]1[CH2:39][CH2:40][O:41][CH2:42][CH2:43]1>>[CH2:1]([c:2]1[cH:3][cH:4][cH:5][cH:6][cH:7]1)[O:8][C:9]([NH:10][C:11]1([c:14]2[cH:15][cH:16][c:17]([O:20][CH2:29][CH2:30][CH2:31][N:32]3[CH2:33][CH2:34][CH2:35][CH2:36][CH2:37]3)[cH:18][cH:19]2)[CH2:12][CH2:13]1)=[O:21]. The solvent is C(Cl)Cl (DCM). Reactants: C(C)(C)(C)OC(N(C1=NC=NC(=C1)N(C(=O)N(COCC[Si](C)(C)C)C1=C(C(=CC(=C1Cl)OC)OC)Cl)C)C1=C(C=C(C=C1)N1CCOCC1)N)=O ((2-amino-4-morpholin-4-yl-phenyl)-{6-[3-(2,6-dichloro-3,5-dimethoxy-phenyl)-1-methyl-3-(2-trimethylsilanyl-ethoxymethyl)-ureido]-pyrimidin-4-yl}-carbamic acid tert-butyl ester), TEA, O (Water), C(C=C)(=O)Cl (acryloyl chloride). As a reaction SMILES: [C:1]([O:5][C:6](=[O:52])[N:7]([C:39]1[CH:44]=[CH:43][C:42]([N:45]2[CH2:50][CH2:49][O:48][CH2:47][CH2:46]2)=[CH:41][C:40]=1[NH2:51])[C:8]1[CH:13]=[C:12]([N:14]([CH3:38])[C:15]([N:17]([C:26]2[C:31]([Cl:32])=[C:30]([O:33][CH3:34])[CH:29]=[C:28]([O:35][CH3:36])[C:27]=2[Cl:37])[CH2:18][O:19][CH2:20][CH2:21][Si:22]([CH3:25])([CH3:24])[CH3:23])=[O:16])[N:11]=[CH:10][N:9]=1)([CH3:4])([CH3:3])[CH3:2].[C:53](Cl)(=[O:56])[CH:54]=[CH2:55].O>C(Cl)Cl>[C:1]([O:5][C:6](=[O:52])[N:7]([C:39]1[CH:44]=[CH:43][C:42]([N:45]2[CH2:46][CH2:47][O:48][CH2:49][CH2:50]2)=[CH:41][C:40]=1[NH:51][C:53](=[O:56])[CH:54]=[CH2:55])[C:8]1[CH:13]=[C:12]([N:14]([CH3:38])[C:15]([N:17]([C:26]2[C:27]([Cl:37])=[C:28]([O:35][CH3:36])[CH:29]=[C:30]([O:33][CH3:34])[C:31]=2[Cl:32])[CH2:18][O:19][CH2:20][CH2:21][Si:22]([CH3:23])([CH3:24])[CH3:25])=[O:16])[N:11]=[CH:10][N:9]=1)([CH3:4])([CH3:2])[CH3:3]. Procedure: To a solution of (2-amino-4-morpholin-4-yl-phenyl)-{6-[3-(2,6-dichloro-3,5-dimethoxy-phenyl)-1-methyl-3-(2-trimethylsilanyl-ethoxymethyl)-ureido]-pyrimidin-4-yl}-carbamic acid tert-butyl ester (80 g, 0.103 mmol) in DCM (5 mL) was added a solution of TEA (10 mg/mL, 1.2 mL, 0.12 mmol) and a solution of acryloyl chloride (10 mg/mL, 1 mL, 0.11 mmol) dropwise at 0° C., and the resulting mixture was stirred at room temperature for 1 hour. LC-MS showed that the reaction was complete. Water (5 mL) was a... The product is C(C)(C)(C)OC(N(C1=NC=NC(=C1)N(C(=O)N(COCC[Si](C)(C)C)C1=C(C(=CC(=C1Cl)OC)OC)Cl)C)C1=C(C=C(C=C1)N1CCOCC1)NC(C=C)=O)=O ((2-Acryloylamino-4-morpholin-4-yl-phenyl)-{6-[3-(2,6-dichloro-3,5-dimethoxy-phenyl)-1-methyl-3-(2-trimethylsilanyl-ethoxymethyl)-ureido]-pyrimidin-4-yl}-carbamic acid tert-butyl ester).